The task is: describe an organic reaction: reactants, conditions, products, and yield. This data is from the Open Reaction Database (ORD), a public repository of structured organic reaction records. Reactants: [Na] (sodium), NC(=O)N (urea), C(C)C=1C(=NC=CC1)C(=O)O (ethyl 2-pyridinecarboxylic acid). Solvent: N (ammonia). Yields the product N1=C(C=CC=C1)C(=O)NC(=O)N (2-Pyridoylurea). Reaction SMILES: [Na].[NH2:2][C:3]([NH2:5])=[O:4].C([C:8]1[C:9]([C:14](O)=[O:15])=[N:10][CH:11]=[CH:12][CH:13]=1)C>N>[N:10]1[CH:11]=[CH:12][CH:13]=[CH:8][C:9]=1[C:14]([NH:2][C:3]([NH2:5])=[O:4])=[O:15] |^1:0|. Reported procedure: A mixture of sodium (0.23 g, 10 mmol), urea (0.8 g, 13.3 mmol) and liquid ammonia (40 ml) was stirred until the blue colour was discharged, then ethyl 2-pyridinecarboxylic acid (2.85 g, 18.8 mmol) was added all at once. After 1 h the ammonia was evaporated and the residue triturated with water to give the above compound, mp 183°-185° C.